Dataset: the Open Reaction Database (ORD), a public repository of structured organic reaction records. Task: describe an organic reaction: reactants, conditions, products, and yield Reactants: O=C(Cl)c1ccccc1, CC#N, Cl, C1CCC2=NCCCN2CC1, NCc1cccc2c1CN(C1CCC(=O)NC1=O)C2=O. The product is O=C1CCC(N2Cc3c(CNC(=O)c4ccccc4)cccc3C2=O)C(=O)N1. As a reaction SMILES: [C:33]([c:34]1[cH:35][cH:36][cH:37][cH:38][cH:39]1)(=[O:40])[Cl:41].[CH3:42][C:43]#[N:44].[ClH:12].[N:1]12[CH2:2][CH2:3][CH2:4][N:5]=[C:6]1[CH2:7][CH2:8][CH2:9][CH2:10][CH2:11]2.[NH2:13][CH2:14][c:15]1[c:16]2[c:20]([cH:21][cH:22][cH:23]1)[C:19](=[O:24])[N:18]([CH:25]1[C:26](=[O:32])[NH:27][C:28](=[O:31])[CH2:29][CH2:30]1)[CH2:17]2>>[NH:13]([CH2:14][c:15]1[c:16]2[c:20]([cH:21][cH:22][cH:23]1)[C:19](=[O:24])[N:18]([CH:25]1[C:26](=[O:32])[NH:27][C:28](=[O:31])[CH2:29][CH2:30]1)[CH2:17]2)[C:33]([c:34]1[cH:35][cH:36][cH:37][cH:38][cH:39]1)=[O:40]. The reactants are CC(c1ccc(Br)cc1)N1CCC(CCO)(c2ccccc2)OC1=O, OB(O)c1ccccn1. As a reaction SMILES: [Br:1][c:2]1[cH:3][cH:4][c:5]([CH:8]([CH3:9])[N:10]2[C:11](=[O:25])[O:12][C:13]([c:16]3[cH:17][cH:18][cH:19][cH:20][cH:21]3)([CH2:22][CH2:23][OH:24])[CH2:14][CH2:15]2)[cH:6][cH:7]1.[n:26]1[c:27]([B:32]([OH:33])[OH:34])[cH:28][cH:29][cH:30][cH:31]1>>[c:2]1(-[c:27]2[n:26][cH:31][cH:30][cH:29][cH:28]2)[cH:3][cH:4][c:5]([CH:8]([CH3:9])[N:10]2[C:11](=[O:25])[O:12][C:13]([c:16]3[cH:17][cH:18][cH:19][cH:20][cH:21]3)([CH2:22][CH2:23][OH:24])[CH2:14][CH2:15]2)[cH:6][cH:7]1. The product is CC(c1ccc(-c2ccccn2)cc1)N1CCC(CCO)(c2ccccc2)OC1=O. The reactants are COC(=O)COc1ccc(CCN(Cc2ccccc2)CC(O)COc2ccccc2)cc1, C1CCNCC1, CO. The product is O=C(COc1ccc(CCN(Cc2ccccc2)CC(O)COc2ccccc2)cc1)N1CCCCC1. RXN SMILES: [CH2:1]([c:2]1[cH:3][cH:4][cH:5][cH:6][cH:7]1)[N:8]([CH2:9][CH:10]([CH2:11][O:12][c:13]1[cH:14][cH:15][cH:16][cH:17][cH:18]1)[OH:19])[CH2:20][CH2:21][c:22]1[cH:23][cH:24][c:25]([O:26][CH2:27][C:28](=[O:29])[O:30][CH3:31])[cH:32][cH:33]1.[CH2:34]1[CH2:35][CH2:36][NH:37][CH2:38][CH2:39]1.[CH3:40][OH:41]>>[CH2:1]([c:2]1[cH:3][cH:4][cH:5][cH:6][cH:7]1)[N:8]([CH2:9][CH:10]([CH2:11][O:12][c:13]1[cH:14][cH:15][cH:16][cH:17][cH:18]1)[OH:19])[CH2:20][CH2:21][c:22]1[cH:23][cH:24][c:25]([O:26][CH2:27][C:28](=[O:29])[N:37]2[CH2:36][CH2:35][CH2:34][CH2:39][CH2:38]2)[cH:32][cH:33]1. The reactants are Cl (hydrogen chloride), FC1=CC=CC=C1 (fluorobenzene), ClS(=O)(=O)O (chlorosulfonic acid), ice. Reaction conditions: time 2 hour. Yields the product FC1=CC=C(C=C1)S(=O)(=O)Cl (p-FC6H4SO2Cl). Isolated yield 90.0%. Reaction SMILES: [F:1][C:2]1[CH:7]=[CH:6][CH:5]=[CH:4][CH:3]=1.Cl.[Cl:9][S:10](O)(=[O:12])=[O:11]>>[F:1][C:2]1[CH:7]=[CH:6][C:5]([S:10]([Cl:9])(=[O:12])=[O:11])=[CH:4][CH:3]=1. Procedure: The potassium salt of fluorobenzene-2,4-disulfonic acid can be obtained in accordance with the following working procedure: 93.3 ml (1 mol) of fluorobenzene were added dropwise to 200 ml of chlorosulfonic acid over one hour. When the evolution of hydrogen chloride had ceased, the reaction mixture was stirred at room temperature for 2 hours and then poured onto 300 g of ice. It was extracted with chloroform, and the organic phase was washed with 50 ml of water and saturated sodium hydrogen carbon... Starting materials: Brc1ccc2ncccc2c1, [Li]CCCC, [Cl-], [Cl-], Fc1cccc(F)c1, C1CCOC1, [Zn+2]. The product is Fc1cccc(F)c1-c1ccc2ncccc2c1. Reaction SMILES: [Br:14][c:15]1[cH:16][c:17]2[cH:18][cH:19][cH:20][n:21][c:22]2[cH:23][cH:24]1.[CH2:1]([Li:2])[CH2:3][CH2:4][CH3:5].[Cl-:30].[Cl-:32].[F:6][c:7]1[cH:8][cH:9][cH:10][c:11]([F:12])[cH:13]1.[O:25]1[CH2:26][CH2:27][CH2:28][CH2:29]1.[Zn+2:31]>>[F:6][c:7]1[cH:8][cH:9][cH:10][c:11]([F:12])[c:13]1-[c:15]1[cH:16][c:17]2[cH:18][cH:19][cH:20][n:21][c:22]2[cH:23][cH:24]1. Starting materials: C(C(C)C)C=1OC(=NN1)C=1C=C2C(=CN(C2=CC1)S(=O)(=O)C1=CC=C(C)C=C1)B1OC(C(O1)(C)C)(C)C (2-isobutyl-5-(3-(4,4,5,5-tetramethyl-1,3,2-dioxaborolan-2-yl)-1-tosyl-1H-indol-5-yl)-1,3,4-oxadiazole), C1(CCCCC1)P(C1=C(C=CC=C1)C1=C(C=C(C=C1C(C)C)C(C)C)C(C)C)C1CCCCC1 (dicyclohexyl(2′,4′,6′-triisopropylbiphenyl-2-yl)phosphine), BrC1=NC=CC(=N1)C1CC1 (2-bromo-4-cyclopropylpyrimidine), P(=O)([O-])([O-])[O-].[K+].[K+].[K+] (potassium phosphate). Reagents/catalysts: C=1C=CC(=CC1)/C=C/C(=O)/C=C/C2=CC=CC=C2.C=1C=CC(=CC1)/C=C/C(=O)/C=C/C2=CC=CC=C2.C=1C=CC(=CC1)/C=C/C(=O)/C=C/C2=CC=CC=C2.[Pd].[Pd] (Pd2(dba)3). Reaction conditions: temperature 130 celsius. Product: C1(CC1)C1=NC(=NC=C1)C1=CN(C2=CC=C(C=C12)C=1OC(=NN1)CC(C)C)S(=O)(=O)C1=CC=C(C)C=C1 (2-(3-(4-cyclopropylpyrimidin-2-yl)-1-tosyl-1H-indol-5-yl)-5-isobutyl-1,3,4-oxadiazole). Isolated yield 39.7%. RXN SMILES: [CH2:1]([C:5]1[O:6][C:7]([C:10]2[CH:11]=[C:12]3[C:16](=[CH:17][CH:18]=2)[N:15]([S:19]([C:22]2[CH:28]=[CH:27][C:25]([CH3:26])=[CH:24][CH:23]=2)(=[O:21])=[O:20])[CH:14]=[C:13]3B2OC(C)(C)C(C)(C)O2)=[N:8][N:9]=1)[CH:2]([CH3:4])[CH3:3].C1(P(C2CCCCC2)C2C=CC=CC=2C2C(C(C)C)=CC(C(C)C)=CC=2C(C)C)CCCCC1.Br[C:73]1[N:78]=[C:77]([CH:79]2[CH2:81][CH2:80]2)[CH:76]=[CH:75][N:74]=1.P([O-])([O-])([O-])=O.[K+].[K+].[K+]>C1C=CC(/C=C/C(/C=C/C2C=CC=CC=2)=O)=CC=1.C1C=CC(/C=C/C(/C=C/C2C=CC=CC=2)=O)=CC=1.C1C=CC(/C=C/C(/C=C/C2C=CC=CC=2)=O)=CC=1.[Pd].[Pd]>[CH:79]1([C:77]2[CH:76]=[CH:75][N:74]=[C:73]([C:13]3[C:12]4[C:16](=[CH:17][CH:18]=[C:10]([C:7]5[O:6][C:5]([CH2:1][CH:2]([CH3:3])[CH3:4])=[N:9][N:8]=5)[CH:11]=4)[N:15]([S:19]([C:22]4[CH:28]=[CH:27][C:25]([CH3:26])=[CH:24][CH:23]=4)(=[O:21])=[O:20])[CH:14]=3)[N:78]=2)[CH2:81][CH2:80]1 |f:3.4.5.6,7.8.9.10.11|. Procedure: To a 20 mL microwave vial was added 2-isobutyl-5-(3-(4,4,5,5-tetramethyl-1,3,2-dioxaborolan-2-yl)-1-tosyl-1H-indol-5-yl)-1,3,4-oxadiazole (233 mg, 0.530 mmol), dicyclohexyl(2′,4′,6′-triisopropylbiphenyl-2-yl)phosphine (15.2 mg, 0.032 mmol), Pd2(dba)3 (14.6 mg, 0.016 mmol), 2-bromo-4-cyclopropylpyrimidine (CombiPhos Catalysts Inc., 121 mg, 0.610 mmol) and potassium phosphate (338 mg, 1.59 mmol) followed by purging with argon. The solids were treated with dioxane (4.0 mL) and water (0.4 mL) and he... Reactants: CC(C)(C)OC(=O)N1CCNCC1, C1CCC2=NCCCN2CC1, CCOC(C)=O, O=[N+]([O-])c1ccc(Cl)nc1, CN(C)C=O. Yields the product CC(C)(C)OC(=O)N1CCN(c2ccc([N+](=O)[O-])cn2)CC1. Reaction SMILES: [C:11](=[O:12])([O:13][C:14]([CH3:15])([CH3:16])[CH3:17])[N:18]1[CH2:19][CH2:20][NH:21][CH2:22][CH2:23]1.[CH2:24]1[CH2:25][CH2:26][C:27]2=[N:32][CH2:31][CH2:30][CH2:29][N:28]2[CH2:33][CH2:34]1.[CH3:40][CH2:41][O:42][C:43](=[O:44])[CH3:45].[Cl:1][c:2]1[n:3][cH:4][c:5]([N+:8](=[O:9])[O-:10])[cH:6][cH:7]1.[O:35]=[CH:36][N:37]([CH3:38])[CH3:39]>>[c:2]1([N:21]2[CH2:20][CH2:19][N:18]([C:11](=[O:12])[O:13][C:14]([CH3:15])([CH3:16])[CH3:17])[CH2:23][CH2:22]2)[n:3][cH:4][c:5]([N+:8](=[O:9])[O-:10])[cH:6][cH:7]1. Yields the product Cc1cc(N2C(=O)C(C)(C)Oc3cc(N)ccc32)ccc1Cl. The reactants are Cc1cc(Br)ccc1Cl, O=C([O-])[O-], CNCCNC, Cc1ccccc1, [Cu]I, [K+], [K+], CC1(C)Oc2cc(N)ccc2NC1=O, O. Reaction SMILES: [Br:15][c:16]1[cH:17][cH:18][c:19]([Cl:23])[c:20]([CH3:22])[cH:21]1.[C:24](=[O:25])([O-:26])[O-:27].[CH3:30][NH:31][CH2:32][CH2:33][NH:34][CH3:35].[CH3:39][c:40]1[cH:41][cH:42][cH:43][cH:44][cH:45]1.[Cu:36][I:37].[K+:28].[K+:29].[NH2:1][c:2]1[cH:3][c:4]2[c:5]([cH:13][cH:14]1)[NH:6][C:7](=[O:12])[C:8]([CH3:10])([CH3:11])[O:9]2.[OH2:38]>>[NH2:1][c:2]1[cH:3][c:4]2[c:5]([cH:13][cH:14]1)[N:6]([c:16]1[cH:17][cH:18][c:19]([Cl:23])[c:20]([CH3:22])[cH:21]1)[C:7](=[O:12])[C:8]([CH3:10])([CH3:11])[O:9]2. Reactants: C(CCC)C=1N(C(N(N1)C1=CC(=CC=C1)[N+](=O)[O-])=O)CC1=CC=C(C=C1)C1=C(C=CC=C1)S(NC(C)(C)C)(=O)=O (5-n-butyl-4-[[2'-(N-t-butylsulfamoyl)biphenyl-4-yl]methyl]-2,4-dihydro-2-(3-nitrophenyl)-3H-1,2,4-triazol-3-one), C(Cl)Cl (CH2Cl2). Run in CO (MeOH). Product: C(CCC)C=1N(C(N(N1)C1=CC(=CC=C1)[N+](=O)[O-])=O)CC1=CC=C(C=C1)C1=C(C=CC=C1)S(N)(=O)=O (5-n-Butyl-2,4-dihydro-2-(3-nitrophenyl)-4-[(2'-sulfamoylbiphenyl-4-yl)methyl]-3H-1,2,4-triazol-3-one). Yield: 94.0%. Reaction SMILES: [CH2:1]([C:5]1[N:6]([CH2:20][C:21]2[CH:26]=[CH:25][C:24]([C:27]3[CH:32]=[CH:31][CH:30]=[CH:29][C:28]=3[S:33](=[O:40])(=[O:39])[NH:34]C(C)(C)C)=[CH:23][CH:22]=2)[C:7](=[O:19])[N:8]([C:10]2[CH:15]=[CH:14][CH:13]=[C:12]([N+:16]([O-:18])=[O:17])[CH:11]=2)[N:9]=1)[CH2:2][CH2:3][CH3:4].C(Cl)Cl>CO>[CH2:1]([C:5]1[N:6]([CH2:20][C:21]2[CH:26]=[CH:25][C:24]([C:27]3[CH:32]=[CH:31][CH:30]=[CH:29][C:28]=3[S:33](=[O:39])(=[O:40])[NH2:34])=[CH:23][CH:22]=2)[C:7](=[O:19])[N:8]([C:10]2[CH:15]=[CH:14][CH:13]=[C:12]([N+:16]([O-:18])=[O:17])[CH:11]=2)[N:9]=1)[CH2:2][CH2:3][CH3:4]. Reported procedure: The title compound was prepared from 5-n-butyl-4-[[2'-(N-t-butylsulfamoyl)biphenyl-4-yl]methyl]-2,4-dihydro-2-(3-nitrophenyl)-3H-1,2,4-triazol-3-one (from Step B) according to the procedure of Example 13, Step B, and was obtained in 94% yield as a pale yellow solid after flash chromatography, mp 73°-76° C., homogenous by TLC (19:1 CH2Cl2 --MeOH); mass spectrum (FAB) m/e 508 (M+1)+. Reactants: ClCn1cc(Cl)c(-c2cc(Cl)cc(Cl)c2)n1, [N-]=[N+]=[N-], [Na+], CN(C)C=O, O. The product is [N-]=[N+]=NCn1cc(Cl)c(-c2cc(Cl)cc(Cl)c2)n1. Reaction SMILES: [Cl:5][CH2:6][n:7]1[n:8][c:9](-[c:13]2[cH:14][c:15]([Cl:20])[cH:16][c:17]([Cl:19])[cH:18]2)[c:10]([Cl:12])[cH:11]1.[N-:2]=[N+:3]=[N-:4].[Na+:1].[O:21]=[CH:22][N:23]([CH3:24])[CH3:25].[OH2:26]>>[N:2](=[N+:3]=[N-:4])[CH2:6][n:7]1[n:8][c:9](-[c:13]2[cH:14][c:15]([Cl:20])[cH:16][c:17]([Cl:19])[cH:18]2)[c:10]([Cl:12])[cH:11]1.